Dataset: the Open Reaction Database (ORD), a public repository of structured organic reaction records. Task: describe an organic reaction: reactants, conditions, products, and yield Starting materials: C[C@H]1N(CCNC1)C(=O)OCC1=CC=CC=C1 ((R)-benzyl 2-methylpiperazine-1-carboxylate), NC=1C(=C(C=O)C=CC1)F (3-amino-2-fluorobenzaldehyde), NaHB(OAc)3. Run in C1CCOC1 (THF). Run at time 1.5 hour. Product: NC=1C(=C(CN2C[C@H](N(CC2)C(=O)OCC2=CC=CC=C2)C)C=CC1)F ((R)-benzyl 4-(3-amino-2-fluorobenzyl)-2-methylpiperazine-1-carboxylate). Isolated yield 108.8%. As a reaction SMILES: [CH3:1][C@@H:2]1[CH2:7][NH:6][CH2:5][CH2:4][N:3]1[C:8]([O:10][CH2:11][C:12]1[CH:17]=[CH:16][CH:15]=[CH:14][CH:13]=1)=[O:9].[NH2:18][C:19]1[C:20]([F:27])=[C:21]([CH:24]=[CH:25][CH:26]=1)[CH:22]=O>C1COCC1>[NH2:18][C:19]1[C:20]([F:27])=[C:21]([CH:24]=[CH:25][CH:26]=1)[CH2:22][N:6]1[CH2:5][CH2:4][N:3]([C:8]([O:10][CH2:11][C:12]2[CH:17]=[CH:16][CH:15]=[CH:14][CH:13]=2)=[O:9])[C@H:2]([CH3:1])[CH2:7]1. Procedure details: To a room temperature solution of (R)-benzyl 2-methylpiperazine-1-carboxylate (1.7 g, 7.2 mmol, 1.0 equiv) and 3-amino-2-fluorobenzaldehyde (1.0 g, 7.2 mmol, 1.0 equiv) in THF (10 mL) was added NaHB(OAc)3 (3.84 g, 18.1 mmol, 2.5 equiv) as a solid in one portion. After stirring at room temperature for 1.5 h, the reaction was complete, as determined by LCMS. The remaining reducing reagent was quenched by the careful addition of aq. satd. NaHCO3, and the mixture was diluted with EtOAc. The layers w...